Dataset: the Open Reaction Database (ORD), a public repository of structured organic reaction records. Task: describe an organic reaction: reactants, conditions, products, and yield The reactants are ClC=1C(=NC=C(C1)C(F)(F)F)C1=CC(=C(C=C1)Cl)OC (3-chloro-2-(4-chloro-3-methoxyphenyl)-5-trifluoromethylpyridine), C[S-].[Na+] (sodium thiomethoxide), ice water. Solvent: CO (methanol), CN(C=O)C (dimethylformamide). Conditions: temperature 80 celsius, time 7 hour. The product is ClC1=C(C=C(C=C1)C1=NC=C(C=C1SC)C(F)(F)F)OC (2-(4-Chloro-3-methoxyphenyl)-5-trifluoromethyl-3-methylthiopyridine). Reaction SMILES: Cl[C:2]1[C:3]([C:12]2[CH:17]=[CH:16][C:15]([Cl:18])=[C:14]([O:19][CH3:20])[CH:13]=2)=[N:4][CH:5]=[C:6]([C:8]([F:11])([F:10])[F:9])[CH:7]=1.[CH3:21][S-:22].[Na+]>CO.CN(C)C=O>[Cl:18][C:15]1[CH:16]=[CH:17][C:12]([C:3]2[C:2]([S:22][CH3:21])=[CH:7][C:6]([C:8]([F:11])([F:10])[F:9])=[CH:5][N:4]=2)=[CH:13][C:14]=1[O:19][CH3:20] |f:1.2|. Procedure details: 3.0 g (9.3 mmol) of 3-chloro-2-(4-chloro-3-methoxyphenyl)-5-trifluoromethylpyridine and 0.7 g (10 mmol) of sodium thiomethoxide in a mixture of 50 ml of methanol and 20 ml of dimethylformamide were stirred at 80° C. for 7 h and then at 23° C. for 72 h. The mixture was then poured into 500 ml of ice-water, which was then extracted three times with 150 ml of tert-butyl methyl ether each time. The combined organic phases were washed twice with 100 ml of water each time, dried over sodium sulfate an... The reactants are BrC=1C=C(C(=NC1)CO)OC(C)C ((5-bromo-3-isopropoxy-pyridin-2-yl)-methanol), [H-].[Na+] (NaH), oil, IC (iodomethane). Solvent: CN(C)C=O (DMF). Reaction conditions: time 30 minute. The product is BrC=1C=C(C(=NC1)COC)OC(C)C (5-Bromo-3-isopropoxy-2-methoxymethyl-pyridine). As a reaction SMILES: [Br:1][C:2]1[CH:3]=[C:4]([O:10][CH:11]([CH3:13])[CH3:12])[C:5]([CH2:8][OH:9])=[N:6][CH:7]=1.[H-].[Na+].I[CH3:17]>CN(C=O)C>[Br:1][C:2]1[CH:3]=[C:4]([O:10][CH:11]([CH3:13])[CH3:12])[C:5]([CH2:8][O:9][CH3:17])=[N:6][CH:7]=1 |f:1.2|. Procedure details: To a solution of (5-bromo-3-isopropoxy-pyridin-2-yl)-methanol (stage 190.1.2, 0.61 mmol) in DMF (3 ml) was added 55% NaH in oil (0.688 mmol) was added. The RM was stirred for 30 min at rt then was added iodomethane (0.684 mmol). The RM was stirred for 2.5 h at rt then was quenched with MeOH and purified by preparative HPLC. The fractions containing product were combined, basified with NaHCO3, concentrated and extracted with dichloromethane (2×). The combined organic layers were washed with brine...